This data is from the Open Reaction Database (ORD), a public repository of structured organic reaction records. The task is: describe an organic reaction: reactants, conditions, products, and yield Solvent: O (water), C1(=CC=CC=C1)C (toluene). Reactants: N1=CC=C(C=C1)B(O)O (4-pyridinylboronic Acid), [Na] (sodium), BrC1=C(C(=CC(=C1C1=CC(=CC(=C1)F)F)C(C)=O)Cl)C (1-(6-bromo-4-chloro-3′,5′-difluoro-5-methylbiphenyl-2-yl)ethanone). RXN SMILES: [Na].Br[C:3]1[C:8]([C:9]2[CH:14]=[C:13]([F:15])[CH:12]=[C:11]([F:16])[CH:10]=2)=[C:7]([C:17](=[O:19])[CH3:18])[CH:6]=[C:5]([Cl:20])[C:4]=1[CH3:21].[N:22]1[CH:27]=[CH:26][C:25](B(O)O)=[CH:24][CH:23]=1>O.C1(C)C=CC=CC=1.C1C=CC([P]([Pd]([P](C2C=CC=CC=2)(C2C=CC=CC=2)C2C=CC=CC=2)([P](C2C=CC=CC=2)(C2C=CC=CC=2)C2C=CC=CC=2)[P](C2C=CC=CC=2)(C2C=CC=CC=2)C2C=CC=CC=2)(C2C=CC=CC=2)C2C=CC=CC=2)=CC=1>[Cl:20][C:5]1[C:4]([CH3:21])=[C:3]([C:25]2[CH:26]=[CH:27][N:22]=[CH:23][CH:24]=2)[C:8]([C:9]2[CH:14]=[C:13]([F:15])[CH:12]=[C:11]([F:16])[CH:10]=2)=[C:7]([C:17](=[O:19])[CH3:18])[CH:6]=1 |^1:0,42,44,63,82|. Procedure: To a solution of sodium hydrogenecarbonate (0.093 g, 1.1 mmol) in water (2 mL) was added a solution of 1-(6-bromo-4-chloro-3′,5′-difluoro-5-methylbiphenyl-2-yl)ethanone (0.20 g, 0.56 mmol) in toluene (2 mL) followed by 4-pyridinylboronic Acid (0.082 g, 0.67 mmol) and tetrakis(triphenylphosphine)palladium(0) (0.033 g, 0.029 mmol). The mixture was bubbled with N2 for 5 min and then heated at 80° C. overnight. The organic layer was concentrated and flashed on silica gel (eluting with 0-35% of ethyl... Isolated yield 6.5%. Run at temperature 80 celsius. Product: ClC1=CC(=C(C(=C1C)C1=CC=NC=C1)C1=CC(=CC(=C1)F)F)C(C)=O (1-(4-Chloro-3′,5′-difluoro-5-methyl-6-pyridin-4-ylbiphenyl-2-yl)ethanone). The reagents and catalysts are C=1C=CC(=CC1)[P](C=2C=CC=CC2)(C=3C=CC=CC3)[Pd]([P](C=4C=CC=CC4)(C=5C=CC=CC5)C=6C=CC=CC6)([P](C=7C=CC=CC7)(C=8C=CC=CC8)C=9C=CC=CC9)[P](C=1C=CC=CC1)(C=1C=CC=CC1)C=1C=CC=CC1 (tetrakis(triphenylphosphine)palladium(0)). Starting materials: CC1COc2c(F)c(F)cc3c2N1C(=O)C3=O, [Na+], [OH-], OO. The product is CC1COc2c(F)c(F)cc(C(=O)O)c2N1. Reaction SMILES: [F:1][c:2]1[c:3]2[c:14]3[c:10]([cH:11][c:12]1[F:13])[C:9](=[O:15])[C:8](=[O:16])[N:7]3[CH:6]([CH3:17])[CH2:5][O:4]2.[Na+:21].[OH-:20].[OH:18][OH:19]>>[F:1][c:2]1[c:3]2[c:14]([c:10]([C:9]([OH:15])=[O:18])[cH:11][c:12]1[F:13])[NH:7][CH:6]([CH3:17])[CH2:5][O:4]2.